From a dataset of the Open Reaction Database (ORD), a public repository of structured organic reaction records. describe an organic reaction: reactants, conditions, products, and yield Reactants: C(C1=CC=CC=C1)OC1=CC=C2CCCC(C2=C1)C(=O)O (7-benzyloxy-1,2,3,4-tetrahydronaphthalene-1-carboxylic acid), C(C)N1N=CC(=C1)CNC1=CC=C(C=C1)C(C)C ([(1-ethylpyrazol-4-yl)methyl](4-isopropylphenyl)amine). The product is C(C1=CC=CC=C1)OC1=CC=C2CCCC(C2=C1)C(=O)N(C1=CC=C(C=C1)C(C)C)CC=1C=NN(C1)CC (7-benzyloxy-N-[(1-ethylpyrazol-4-yl)methyl]-N-(4-isopropylphenyl)-1,2,3,4-tetrahydronaphthalene-1-carboxamide). Yield: 60.6%. As a reaction SMILES: [CH2:1]([O:8][C:9]1[CH:18]=[C:17]2[C:12]([CH2:13][CH2:14][CH2:15][CH:16]2[C:19](O)=[O:20])=[CH:11][CH:10]=1)[C:2]1[CH:7]=[CH:6][CH:5]=[CH:4][CH:3]=1.[CH2:22]([N:24]1[CH:28]=[C:27]([CH2:29][NH:30][C:31]2[CH:36]=[CH:35][C:34]([CH:37]([CH3:39])[CH3:38])=[CH:33][CH:32]=2)[CH:26]=[N:25]1)[CH3:23]>>[CH2:1]([O:8][C:9]1[CH:18]=[C:17]2[C:12]([CH2:13][CH2:14][CH2:15][CH:16]2[C:19]([N:30]([CH2:29][C:27]2[CH:26]=[N:25][N:24]([CH2:22][CH3:23])[CH:28]=2)[C:31]2[CH:32]=[CH:33][C:34]([CH:37]([CH3:38])[CH3:39])=[CH:35][CH:36]=2)=[O:20])=[CH:11][CH:10]=1)[C:2]1[CH:3]=[CH:4][CH:5]=[CH:6][CH:7]=1. Procedure: By the reaction and treatment in the same manner as in Example 4 using 7-benzyloxy-1,2,3,4-tetrahydronaphthalene-1-carboxylic acid (0.56 g) and [(1-ethylpyrazol-4-yl)methyl](4-isopropylphenyl)amine (0.49 g) as starting materials, 7-benzyloxy-N-[(1-ethylpyrazol-4-yl)methyl]-N-(4-isopropylphenyl)-1,2,3,4-tetrahydronaphthalene-1-carboxamide (0.61 g) was obtained. melting point: 100-101° C. Reactants: Cl.N[C@H]1[C@H]([C@H](CC1)O)O ((1S,2R,3R)-3-aminocyclopentane-1,2-diol hydrochloride), CC1(C=2C=CC(=CC2C(CC1)(C)C)C=1N=C(SC1)N1CCC(CC1)=O)C (1-[4-(5,5,8,8-tetramethyl-5,6,7,8-tetrahydronaphthalen-2-yl)thiazol-2-yl]-piperidin-4-one), Cl (hydrochloride). Yields the product CC1(C=2C=CC(=CC2C(CC1)(C)C)C=1N=C(SC1)N1CCC(CC1)N[C@H]1[C@H]([C@H](CC1)O)O)C ((1S,2R,3R)-3-{1-[4-(5,5,8,8-tetramethyl-5,6,7,8-tetrahydronaphthalen-2-yl)thiazol-2-yl]piperidin-4-ylamino}cyclopentane-1,2-diol). Reaction SMILES: Cl.[NH2:2][C@@H:3]1[CH2:7][CH2:6][C@H:5]([OH:8])[C@@H:4]1[OH:9].[CH3:10][C:11]1([CH3:35])[CH2:20][CH2:19][C:18]([CH3:22])([CH3:21])[C:17]2[CH:16]=[C:15]([C:23]3[N:24]=[C:25]([N:28]4[CH2:33][CH2:32][C:31](=O)[CH2:30][CH2:29]4)[S:26][CH:27]=3)[CH:14]=[CH:13][C:12]1=2.Cl>>[CH3:10][C:11]1([CH3:35])[CH2:20][CH2:19][C:18]([CH3:21])([CH3:22])[C:17]2[CH:16]=[C:15]([C:23]3[N:24]=[C:25]([N:28]4[CH2:33][CH2:32][CH:31]([NH:2][C@@H:3]5[CH2:7][CH2:6][C@H:5]([OH:8])[C@@H:4]5[OH:9])[CH2:30][CH2:29]4)[S:26][CH:27]=3)[CH:14]=[CH:13][C:12]1=2 |f:0.1|. Procedure: The preparation is carried out analogously starting from 24 mg (0.16 mmol) of (1S,2R,3R)-3-aminocyclopentane-1,2-diol hydrochloride and 60 mg (0.16 mmol) of 1-[4-(5,5,8,8-tetramethyl-5,6,7,8-tetrahydronaphthalen-2-yl)thiazol-2-yl]-piperidin-4-one. The product is in the form of the hydrochloride. The reactants are CCCCNc1nc(N)c2nc(OC)n(CC3CCOCC3)c2n1, C1COCCO1, CO, Cl, [Na+], [OH-]. The product is CCCCNc1nc(N)c2[nH]c(=O)n(CC3CCOCC3)c2n1. Reaction SMILES: [CH2:1]([CH2:2][CH2:3][CH3:4])[NH:5][c:6]1[n:7][c:8]([NH2:24])[c:9]2[n:10][c:11]([O:22][CH3:23])[n:12]([CH2:15][CH:16]3[CH2:17][CH2:18][O:19][CH2:20][CH2:21]3)[c:13]2[n:14]1.[CH2:30]1[O:31][CH2:32][CH2:33][O:34][CH2:35]1.[CH3:28][OH:29].[ClH:25].[Na+:27].[OH-:26]>>[CH2:1]([CH2:2][CH2:3][CH3:4])[NH:5][c:6]1[n:7][c:8]([NH2:24])[c:9]2[nH:10][c:11](=[O:22])[n:12]([CH2:15][CH:16]3[CH2:17][CH2:18][O:19][CH2:20][CH2:21]3)[c:13]2[n:14]1.